This data is from the Open Reaction Database (ORD), a public repository of structured organic reaction records. The task is: describe an organic reaction: reactants, conditions, products, and yield Yields the product Nc1ccc(OC(F)(F)F)cc1C(=O)NCC(=O)NC1CCN(Cc2ccc(Cl)cc2Cl)C1. RXN SMILES: [CH3:35][C:36]#[N:37].[CH:38]([Cl:39])([Cl:40])[Cl:41].[Cl:25][c:26]1[c:27]([CH2:28][Cl:29])[cH:30][cH:31][c:32]([Cl:34])[cH:33]1.[NH2:1][c:2]1[c:3]([C:4](=[O:5])[NH:6][CH2:7][C:8](=[O:9])[NH:10][CH:11]2[CH2:12][NH:13][CH2:14][CH2:15]2)[cH:16][c:17]([O:20][C:21]([F:22])([F:23])[F:24])[cH:18][cH:19]1>>[NH2:1][c:2]1[c:3]([C:4](=[O:5])[NH:6][CH2:7][C:8](=[O:9])[NH:10][CH:11]2[CH2:12][N:13]([CH2:28][c:27]3[c:26]([Cl:25])[cH:33][c:32]([Cl:34])[cH:31][cH:30]3)[CH2:14][CH2:15]2)[cH:16][c:17]([O:20][C:21]([F:22])([F:23])[F:24])[cH:18][cH:19]1. Starting materials: CC#N, ClC(Cl)Cl, ClCc1ccc(Cl)cc1Cl, Nc1ccc(OC(F)(F)F)cc1C(=O)NCC(=O)NC1CCNC1.